This data is from the Open Reaction Database (ORD), a public repository of structured organic reaction records. The task is: describe an organic reaction: reactants, conditions, products, and yield The reactants are [O-]S(=O)[O-].[Na+].[Na+] (Na2SO3), II (I2), tert-butylnitrile, NC=1C=C(C(=O)OC)C=CC1C (methyl 3-amino-4-methylbenzoate). Yields the product IC=1C=C(C(=O)OC)C=CC1C (methyl 3-iodo-4-methylbenzoate). Run in O (H2O), CC#N (CH3CN). Reaction SMILES: [I:1]I.N[C:4]1[CH:5]=[C:6]([CH:11]=[CH:12][C:13]=1[CH3:14])[C:7]([O:9][CH3:10])=[O:8].[O-]S([O-])=O.[Na+].[Na+]>CC#N.O>[I:1][C:4]1[CH:5]=[C:6]([CH:11]=[CH:12][C:13]=1[CH3:14])[C:7]([O:9][CH3:10])=[O:8] |f:2.3.4|. Reported procedure: To a stirring mixture of 23.0 g (90.6 mmol) of I2 and 5.4 mL (45.5 mmol) of tert-butylnitrile in 40 mL of CH3CN at 35° C. was added 5.0 g (30.3 mmol) of methyl 3-amino-4-methylbenzoate in 4 portions. Stirring was continued with cooling to r.t. in the dark (light off only). After 2.5 h, 400 mL of Na2SO3 in H2O was added gradually. The layers were separated, and the organic layer was washed with 80 mL of brine, dried over Na2SO4, filtered, and concentrated. Purification by flash silica gel chromat... Run at time 2.5 hour. Yield: 68.1%. Starting materials: 1(i), CC1N(CCNC1)C(=O)OCC1=CC=C(C=C1)[N+](=O)[O-] (2-methyl-1-(4-nitrobenzyloxycarbonyl)piperazine), COC1=CC=C(CS[C@H]2C[C@H](N(C2)C(=O)OCC2=CC=C(C=C2)[N+](=O)[O-])C(=O)O)C=C1 ((2S,4S)-4-(4-methoxybenzylthio)-1-(4-nitrobenzyloxycarbonyl)-2-pyrrolidinecarboxylic acid), N,N'-carbonyldiimidazole. Product: COC1=CC=C(CS[C@H]2C[C@H](N(C2)C(=O)OCC2=CC=C(C=C2)[N+](=O)[O-])C(=O)N2CC(N(CC2)C(=O)OCC2=CC=C(C=C2)[N+](=O)[O-])C)C=C1 ((2S,4S)-4-(4-Methoxybenzylthio)-2-[3-methyl-4-(4-nitrobenzyloxycarbonyl)piperazin-1-ylcarbonyl]-1-(4-nitrobenzyloxycarbonyl)pyrrolidine). The yield is 83.9%. As a reaction SMILES: [CH3:1][O:2][C:3]1[CH:31]=[CH:30][C:6]([CH2:7][S:8][C@@H:9]2[CH2:13][N:12]([C:14]([O:16][CH2:17][C:18]3[CH:23]=[CH:22][C:21]([N+:24]([O-:26])=[O:25])=[CH:20][CH:19]=3)=[O:15])[C@H:11]([C:27]([OH:29])=O)[CH2:10]2)=[CH:5][CH:4]=1.[CH3:32][CH:33]1[CH2:38][NH:37][CH2:36][CH2:35][N:34]1[C:39]([O:41][CH2:42][C:43]1[CH:48]=[CH:47][C:46]([N+:49]([O-:51])=[O:50])=[CH:45][CH:44]=1)=[O:40]>>[CH3:1][O:2][C:3]1[CH:31]=[CH:30][C:6]([CH2:7][S:8][C@@H:9]2[CH2:13][N:12]([C:14]([O:16][CH2:17][C:18]3[CH:19]=[CH:20][C:21]([N+:24]([O-:26])=[O:25])=[CH:22][CH:23]=3)=[O:15])[C@H:11]([C:27]([N:37]3[CH2:36][CH2:35][N:34]([C:39]([O:41][CH2:42][C:43]4[CH:44]=[CH:45][C:46]([N+:49]([O-:51])=[O:50])=[CH:47][CH:48]=4)=[O:40])[CH:33]([CH3:32])[CH2:38]3)=[O:29])[CH2:10]2)=[CH:5][CH:4]=1. Reported procedure: Following a procedure similar to that described in Preparation 1(i), but using 3.06 g of (2S,4S)-4-(4-methoxybenzylthio)-1-(4-nitrobenzyloxycarbonyl)-2-pyrrolidinecarboxylic acid, 1.34 g of N,N'-carbonyldiimidazole and 2.30 g of 2-methyl-1-(4-nitrobenzyloxycarbonyl)piperazine, 4.07 g of the title compound were obtained. The reactants are BrC1=NN=C2N1C1=C(C(=NC2)C2=NC=CC=C2)C=CC=C1 (1-bromo-6-(2-pyridyl)-4H-s-triazolo[4,3-a][1,4]benzodiazepine), CN1CCNCC1 (1-methylpiperazine). Yields the product CN1CCN(CC1)C1=NN=C2N1C1=C(C(=NC2)C2=NC=CC=C2)C=CC=C1 (1-(4-methyl-piperazino)-6-(2-pyridyl)-4H-s-triazolo[4,3-a][1,4]benzodiazepine). RXN SMILES: Br[C:2]1[N:6]2[C:7]3[CH:21]=[CH:20][CH:19]=[CH:18][C:8]=3[C:9]([C:12]3[CH:17]=[CH:16][CH:15]=[CH:14][N:13]=3)=[N:10][CH2:11][C:5]2=[N:4][N:3]=1.[CH3:22][N:23]1[CH2:28][CH2:27][NH:26][CH2:25][CH2:24]1>>[CH3:22][N:23]1[CH2:28][CH2:27][N:26]([C:2]2[N:6]3[C:7]4[CH:21]=[CH:20][CH:19]=[CH:18][C:8]=4[C:9]([C:12]4[CH:17]=[CH:16][CH:15]=[CH:14][N:13]=4)=[N:10][CH2:11][C:5]3=[N:4][N:3]=2)[CH2:25][CH2:24]1. Procedure: In the manner given in Example 1, 1-bromo-6-(2-pyridyl)-4H-s-triazolo[4,3-a][1,4]benzodiazepine is heated with excess 1-methylpiperazine to give 1-(4-methyl-piperazino)-6-(2-pyridyl)-4H-s-triazolo[4,3-a][1,4]benzodiazepine. The yield is 26.2%. As a reaction SMILES: [OH-].[Na+].O.Cl.[NH2:5][C@H:6]([C:9]([OH:11])=[O:10])[CH2:7][SH:8].[C:12](=S)=[S:13].Cl>O>[C:9]([CH:6]1[CH2:7][S:8][C:12](=[S:13])[NH:5]1)([OH:11])=[O:10] |f:0.1,2.3.4|. Product: C(=O)(O)C1NC(SC1)=S (4-carboxythiazolidine-2-thione). Reaction conditions: time 24 hour. Procedure details: Sodium hydroxide (40 g, 1.0 mol), cysteine hydrochloride hydrate (50 g, 0.285 mol) and carbon disulfide (30 g, 0.4 mol) were added in that order to 200 ml water at room temperature. This mixture was stirred for 24 hours. At the end of this period, the reaction mixture was acidified to pH 6 with hydrochloric acid and evaporated to yield a yellow foam. Trituration of this foam with concentrated hydrochloric acid caused crystallization to occur. The white solid thus obtained was recrystallized from... Reactants: Cl (hydrochloric acid), [OH-].[Na+] (Sodium hydroxide), O.Cl.N[C@@H](CS)C(=O)O (cysteine hydrochloride hydrate), C(=S)=S (carbon disulfide), Cl (hydrochloric acid). The solvent is O (water).